This data is from the Open Reaction Database (ORD), a public repository of structured organic reaction records. The task is: describe an organic reaction: reactants, conditions, products, and yield Reactants: ClC=1C=CC(=C2N3C(=NC21)N(CCC3)C3=C(C=C(C=C3C)Cl)Cl)C=O (9-chloro-1-(2,4-dichloro-6-methylphenyl)-1,2,3,4-tetrahydropyrimido[1,2-a]benzimidazole-6-carbaldehyde), C(CC=C)[Mg]Br (3-butenylmagnesium bromide). Run in O1CCCC1 (tetrahydrofuran), [Cl-].[NH4+] (ammonium chloride). Reaction conditions: time 30 minute. Product: ClC1=CC=C(C=2N3C(=NC21)N(CCC3)C3=C(C=C(C=C3C)Cl)Cl)C(CCC=C)O (1-[9-Chloro-1-(2,4-dichloro-6-methylphenyl)-1,2,3,4-tetrahydropyrimido[1,2-a]benzimidazol-6-yl]pent-4-en-1-ol). Reaction SMILES: [Cl:1][C:2]1[CH:3]=[CH:4][C:5]([CH:24]=[O:25])=[C:6]2[C:10]=1[N:9]=[C:8]1[N:11]([C:15]3[C:20]([CH3:21])=[CH:19][C:18]([Cl:22])=[CH:17][C:16]=3[Cl:23])[CH2:12][CH2:13][CH2:14][N:7]21.[CH2:26]([Mg]Br)[CH2:27][CH:28]=[CH2:29]>O1CCCC1.[Cl-].[NH4+]>[Cl:1][C:2]1[C:10]2[N:9]=[C:8]3[N:11]([C:15]4[C:20]([CH3:21])=[CH:19][C:18]([Cl:22])=[CH:17][C:16]=4[Cl:23])[CH2:12][CH2:13][CH2:14][N:7]3[C:6]=2[C:5]([CH:24]([OH:25])[CH2:29][CH2:28][CH:27]=[CH2:26])=[CH:4][CH:3]=1 |f:3.4|. Procedure details: To a suspension of 9-chloro-1-(2,4-dichloro-6-methylphenyl)-1,2,3,4-tetrahydropyrimido[1,2-a]benzimidazole-6-carbaldehyde (150 mg, 0.380 mmol) in tetrahydrofuran (3.8 mL) was added dropwise 3-butenylmagnesium bromide (ca. 0.8 M solution in diethyl ether, 0.900 mL) at 0° C., and the mixture was stirred at room temperature for 30 min. The reaction mixture was diluted with aqueous saturated ammonium chloride, and extracted with ethyl acetate. The combined organic layer was washed with brine, dried ... The reactants are C[O-], Cl, O=c1[nH]c2cc(F)c(F)c([N+](=O)[O-])c2[nH]c1=O, [Na+], O. Product: COc1c(F)cc2[nH]c(=O)c(=O)[nH]c2c1[N+](=O)[O-]. As a reaction SMILES: [CH3:18][O-:19].[ClH:21].[F:1][c:2]1[c:3]([N+:15](=[O:16])[O-:17])[c:4]2[nH:5][c:6](=[O:14])[c:7](=[O:13])[nH:8][c:9]2[cH:10][c:11]1[F:12].[Na+:20].[OH2:22]>>[c:2]1([O:19][CH3:18])[c:3]([N+:15](=[O:16])[O-:17])[c:4]2[nH:5][c:6](=[O:14])[c:7](=[O:13])[nH:8][c:9]2[cH:10][c:11]1[F:12]. Starting materials: compound, C(C)(=O)NC1=CC=CC2=C1C(C(CCC2)NC(C)=O)=O (1,8-Diacetylamino-6,7,8,9-tetrahydro-5H-benzocycloheptene-9-one), C(C)(=O)NC1C(C2=C(C=CC=C2CC1)NC(C)=O)=O (2,8-diacetylamino-1-tetralone). Product: C(C)(=O)NC1CCCC2=C(C1=O)C(=CC=C2)N (8-Acetylamino-1-amino-6,7,8,9-tetrahydro-5H-benzocycloheptene-9-one). Reaction SMILES: C([NH:4][C:5]1[C:10]2[C:11](=[O:20])[CH:12]([NH:16][C:17](=[O:19])[CH3:18])[CH2:13][CH2:14][CH2:15][C:9]=2[CH:8]=[CH:7][CH:6]=1)(=O)C.C(NC1CCC2C(=C(NC(=O)C)C=CC=2)C1=O)(=O)C>>[C:17]([NH:16][CH:12]1[C:11](=[O:20])[C:10]2[C:5]([NH2:4])=[CH:6][CH:7]=[CH:8][C:9]=2[CH2:15][CH2:14][CH2:13]1)(=[O:19])[CH3:18]. Procedure: The reaction was carried out in the same manner as in Example 1-(4), except that 115 mg of the compound prepared in (3) above was used instead of 2,8-diacetylamino-1-tetralone of Example 1-(4). The product was post-treated to produce 90 mg of the title compound. Reactants: COC(=O)c1ccc2c(C3CCCCC3)c(-c3ccc(F)cc3OCC(=O)OC(C)(C)C)n(C)c2c1, COC(=O)COc1ccccc1-c1c(C2CCCCC2)c2ccc(C(=O)O)cc2n1C. The product is COC(=O)c1ccc2c(C3CCCCC3)c(-c3ccc(F)cc3OCC(=O)O)n(C)c2c1. Reaction SMILES: [C:32]([CH3:33])([CH3:34])([CH3:35])[O:36][C:37]([CH2:38][O:39][c:40]1[c:41](-[c:47]2[n:48]([CH3:66])[c:49]3[cH:50][c:51]([C:62](=[O:63])[O:64][CH3:65])[cH:52][cH:53][c:54]3[c:55]2[CH:56]2[CH2:57][CH2:58][CH2:59][CH2:60][CH2:61]2)[cH:42][cH:43][c:44]([F:46])[cH:45]1)=[O:67].[CH:1]1([c:2]2[c:3]3[c:4]([cH:5][c:6]([C:7]([OH:8])=[O:9])[cH:10][cH:11]3)[n:12]([CH3:13])[c:14]2-[c:15]2[cH:16][cH:17][cH:18][cH:19][c:20]2[O:21][CH2:22][C:23]([O:24][CH3:25])=[O:26])[CH2:27][CH2:28][CH2:29][CH2:30][CH2:31]1>>[O:36]=[C:37]([CH2:38][O:39][c:40]1[c:41](-[c:47]2[n:48]([CH3:66])[c:49]3[cH:50][c:51]([C:62](=[O:63])[O:64][CH3:65])[cH:52][cH:53][c:54]3[c:55]2[CH:56]2[CH2:57][CH2:58][CH2:59][CH2:60][CH2:61]2)[cH:42][cH:43][c:44]([F:46])[cH:45]1)[OH:67]. Reactants: CC1=NN=C(O1)[C@@H]1CC[C@H](CC1)N1C=2N(C(=C(C1=O)CC1=CC=C(C=C1)C=1C(=CC=CC1)C#N)CCC)N=CN2 (4′-({4-[trans-4-(5-methyl-1,3,4-oxadiazol-2-yl)cyclohexyl]-5-oxo-7-propyl-4,5-dihydro[1,2,4]triazolo[1,5-a]pyrimidin-6-yl}methyl)biphenyl-2-carbonitrile), C(CCC)[Sn](CCCC)=O (dibutyltin oxide), N(=[N+]=[N-])[Si](C)(C)C (azidotrimethylsilane), C1(=CC=CC=C1)C (toluene). The solvent is C(C)(=O)OCC (ethyl acetate). Conditions: temperature 110 celsius, time 48 hour. Product: CC1=NN=C(O1)[C@@H]1CC[C@H](CC1)N1C=2N(C(=C(C1=O)CC1=CC=C(C=C1)C1=C(C=CC=C1)C1=NN=NN1)CCC)N=CN2 (4-[trans-4-(5-methyl-1,3,4-oxadiazol-2-yl)cyclohexyl]-7-propyl-6-{[2′-(1H-tetrazol-5-yl)biphenyl-4-yl]methyl}[1,2,4]triazolo[1,5-a]pyrimidin-5(4H)-one). Isolated yield 14.2%. RXN SMILES: [CH3:1][C:2]1[O:6][C:5]([C@H:7]2[CH2:12][CH2:11][C@H:10]([N:13]3[C:18](=[O:19])[C:17]([CH2:20][C:21]4[CH:26]=[CH:25][C:24]([C:27]5[C:28]([C:33]#[N:34])=[CH:29][CH:30]=[CH:31][CH:32]=5)=[CH:23][CH:22]=4)=[C:16]([CH2:35][CH2:36][CH3:37])[N:15]4[N:38]=[CH:39][N:40]=[C:14]34)[CH2:9][CH2:8]2)=[N:4][N:3]=1.C([Sn](=O)CCCC)CCC.[N:51]([Si](C)(C)C)=[N+:52]=[N-:53].C1(C)C=CC=CC=1>C(OCC)(=O)C>[CH3:1][C:2]1[O:6][C:5]([C@H:7]2[CH2:8][CH2:9][C@H:10]([N:13]3[C:18](=[O:19])[C:17]([CH2:20][C:21]4[CH:26]=[CH:25][C:24]([C:27]5[CH:32]=[CH:31][CH:30]=[CH:29][C:28]=5[C:33]5[NH:53][N:52]=[N:51][N:34]=5)=[CH:23][CH:22]=4)=[C:16]([CH2:35][CH2:36][CH3:37])[N:15]4[N:38]=[CH:39][N:40]=[C:14]34)[CH2:11][CH2:12]2)=[N:4][N:3]=1. Procedure: A mixture of 4′-({4-[trans-4-(5-methyl-1,3,4-oxadiazol-2-yl)cyclohexyl]-5-oxo-7-propyl-4,5-dihydro[1,2,4]triazolo[1,5-a]pyrimidin-6-yl}methyl)biphenyl-2-carbonitrile (0.15 g), dibutyltin oxide (0.035 g), azidotrimethylsilane (0.97 g) and toluene (15 mL) was stirred at 110° C. for 48 hr. The reaction mixture was diluted with ethyl acetate, washed with water and then with saturated brine, and dried over anhydrous magnesium sulfate. The solvent was evaporated under reduced pressure, and the residue... The product is ClC1=CC=C(C=C1)C1=C(C(=CC=C1)N(CCOC)CC1=CC(=C(OCC(=O)O)C=C1)C)C ((4-{[(4′-Chloro-2-methyl-1,1′-biphenyl-3-yl)(2-methoxyethyl)amino]methyl}-2-methylphenoxy)acetic acid). Reaction SMILES: [Cl:1][C:2]1[CH:7]=[CH:6][C:5](B(O)O)=[CH:4][CH:3]=1.Br[C:12]1[C:13]([CH3:38])=[C:14]([N:18]([CH2:23][C:24]2[CH:36]=[CH:35][C:27]([O:28][CH2:29][C:30]([O:32]CC)=[O:31])=[C:26]([CH3:37])[CH:25]=2)[CH2:19][CH2:20][O:21][CH3:22])[CH:15]=[CH:16][CH:17]=1>>[Cl:1][C:2]1[CH:7]=[CH:6][C:5]([C:12]2[CH:17]=[CH:16][CH:15]=[C:14]([N:18]([CH2:23][C:24]3[CH:36]=[CH:35][C:27]([O:28][CH2:29][C:30]([OH:32])=[O:31])=[C:26]([CH3:37])[CH:25]=3)[CH2:19][CH2:20][O:21][CH3:22])[C:13]=2[CH3:38])=[CH:4][CH:3]=1. Procedure: Prepared from 4-chlorophenylboronic acid and ethyl (4-{[(3-bromo-2-methylphenyl)(2-methoxyethyl)amino]methyl}-2-methylphenoxy)acetate using the procedure described for Example 25 (Method A). The reactants are ClC1=CC=C(C=C1)B(O)O (4-chlorophenylboronic acid), BrC=1C(=C(C=CC1)N(CCOC)CC1=CC(=C(OCC(=O)OCC)C=C1)C)C (ethyl (4-{[(3-bromo-2-methylphenyl)(2-methoxyethyl)amino]methyl}-2-methylphenoxy)acetate). Reactants: raw material, C([O-])(O)=O.[Na+] (sodium bicarbonate), C(CC)N(CCCCNCC1=CC=C(C#N)C=C1)CCC (4-[(4-dipropylaminobutyl)amino]methylbenzonitrile), CC1=CC=C(O1)C=O (5-methyl-2-furaldehyde), C(C)(=O)O[BH-](OC(C)=O)OC(C)=O.[Na+] (sodium triacetoxyborohydride). Solvent: C(C)O (ethanol). Conditions: temperature 0 celsius, time 19 hour. Yields the product C(CC)N(CCCCN(CC=1OC(=CC1)C)CC1=CC=C(C#N)C=C1)CCC (4-{[(4-dipropylaminobutyl)-(5-methylfuran-2-ylmethyl)amino]methyl}benzonitrile). The yield is 99.3%. As a reaction SMILES: [CH2:1]([N:4]([CH2:19][CH2:20][CH3:21])[CH2:5][CH2:6][CH2:7][CH2:8][NH:9][CH2:10][C:11]1[CH:18]=[CH:17][C:14]([C:15]#[N:16])=[CH:13][CH:12]=1)[CH2:2][CH3:3].[CH3:22][C:23]1[O:27][C:26]([CH:28]=O)=[CH:25][CH:24]=1.C(O[BH-](OC(=O)C)OC(=O)C)(=O)C.[Na+].C(=O)(O)[O-].[Na+]>C(O)C>[CH2:19]([N:4]([CH2:1][CH2:2][CH3:3])[CH2:5][CH2:6][CH2:7][CH2:8][N:9]([CH2:10][C:11]1[CH:12]=[CH:13][C:14]([C:15]#[N:16])=[CH:17][CH:18]=1)[CH2:28][C:26]1[O:27][C:23]([CH3:22])=[CH:24][CH:25]=1)[CH2:20][CH3:21] |f:2.3,4.5|. Procedure details: 0.485 g (1.69 mmol) of 4-[(4-dipropylaminobutyl)amino]methylbenzonitrile (2a), 9.7 ml of ethanol, and 371 mg (3.37 mmol, 2.0 equivalents) of 5-methyl-2-furaldehyde were charged in a 50 ml recovery flask under a nitrogen stream. The mixture was then cooled to 0° C. After the addition of 0.857 g (4.05 mmol, 2.4 equivalents) of sodium triacetoxyborohydride, the mixture was stirred at room temperature for 19 hours. After confirming the disappearance of the raw material by TLC, the reaction solution ... As a reaction SMILES: [C:1]([O:5][CH:6]([C:11]1[N:12]=[C:13]2[CH:18]=[CH:17][CH:16]=[CH:15][N:14]2[C:19]=1[C:20]1[CH:21]=[CH:22][C:23]2[O:28][CH2:27][CH2:26][CH2:25][C:24]=2[CH:29]=1)[C:7]([O:9]C)=[O:8])([CH3:4])([CH3:3])[CH3:2].[OH-].[K+]>C(O)C.O>[C:1]([O:5][CH:6]([C:11]1[N:12]=[C:13]2[CH:18]=[CH:17][CH:16]=[CH:15][N:14]2[C:19]=1[C:20]1[CH:21]=[CH:22][C:23]2[O:28][CH2:27][CH2:26][CH2:25][C:24]=2[CH:29]=1)[C:7]([OH:9])=[O:8])([CH3:4])([CH3:2])[CH3:3] |f:1.2|. Starting materials: C(C)(C)(C)OC(C(=O)OC)C=1N=C2N(C=CC=C2)C1C=1C=CC2=C(CCCO2)C1 (methyl 2-(tert-butoxy)-2-[3-(3,4-dihydro-2H-1-benzopyran-6-yl)imidazo[1,2-a]pyridin-2-yl]acetate), [OH-].[K+] (potassium hydroxide). Procedure: A mixture of methyl 2-(tert-butoxy)-2-[3-(3,4-dihydro-2H-1-benzopyran-6-yl)imidazo[1,2-a]pyridin-2-yl]acetate (25e) (31 mg, 0.079 mmol) and potassium hydroxide (18 mg, 0.37 mmol) in a mixture of ethanol (3 mL) and water (1 mL) was refluxed for 1 hour. The mixture was concentrated in vacuo. Water (1 mL) was added to the residue and the aqueous layer was extracted with ethyl acetate (5 mL). The aqueous layer was acidified with 1M hydrochloric acid until pH 7 and extracted with dichloromethane (2×5... Product: C(C)(C)(C)OC(C(=O)O)C=1N=C2N(C=CC=C2)C1C=1C=CC2=C(CCCO2)C1 (2-(tert-butoxy)-2-[3-(3,4-dihydro-2H-1-benzopyran-6-yl)imidazo[1,2-a]pyridin-2-yl]acetic acid). Solvent: C(C)O (ethanol), O (water). Isolated yield 55.7%.